This data is from the Open Reaction Database (ORD), a public repository of structured organic reaction records. The task is: describe an organic reaction: reactants, conditions, products, and yield The reactants are ClC1=CC=C2C=3C(C4=C(C(C3NC2=C1F)(C)C)C=C(C=C4)OC)=O (3-Chloro-4-fluoro-8-methoxy-6,6-dimethyl-5,6-dihydro-benzo[b]carbazol-11-one), [Cl-].[NH+]1=CC=CC=C1 (pyridinium chloride). The solvent is O (water). Reaction conditions: temperature 160 celsius, time 20 hour. Yields the product ClC1=CC=C2C=3C(C4=C(C(C3NC2=C1F)(C)C)C=C(C=C4)O)=O (3-Chloro-4-fluoro-8-hydroxy-6,6-dimethyl-5,6-dihydro-benzo[b]carbazol-11-one). Yield: 66.1%. As a reaction SMILES: [Cl:1][C:2]1[C:14]([F:15])=[C:13]2[C:5]([C:6]3[C:7](=[O:24])[C:8]4[CH:21]=[CH:20][C:19]([O:22]C)=[CH:18][C:9]=4[C:10]([CH3:17])([CH3:16])[C:11]=3[NH:12]2)=[CH:4][CH:3]=1.[Cl-].[NH+]1C=CC=CC=1>O>[Cl:1][C:2]1[C:14]([F:15])=[C:13]2[C:5]([C:6]3[C:7](=[O:24])[C:8]4[CH:21]=[CH:20][C:19]([OH:22])=[CH:18][C:9]=4[C:10]([CH3:17])([CH3:16])[C:11]=3[NH:12]2)=[CH:4][CH:3]=1 |f:1.2|. Procedure details: 3-Chloro-4-fluoro-8-methoxy-6,6-dimethyl-5,6-dihydro-benzo[b]carbazol-11-one (Compound S1-3, 220.0 mg, 0.640 mmol) and pyridinium chloride (800 mg, 6.922 mmol) were mixed with each other, heated to 160° C., and then stirred for 20 hr. The reaction solution was added with water. As a result, black solid was obtained as a precipitate, which was then filtered and subjected to purification by silica gel column chromatography (ethyl acetate/hexane) to obtain the title compound (139.4 mg, 66%).